Dataset: the Open Reaction Database (ORD), a public repository of structured organic reaction records. Task: describe an organic reaction: reactants, conditions, products, and yield Reactants: [Na] (Sodium), Cl (HCl), Cl (HCl), COC1=CC2=CC=C(C=C2C=C1)OC (2,6-dimethoxynaphthalene), [Na] (sodium), O (H2O). Run in CCO (EtOH). The product is COC=1C=C2CCC(CC2=CC1)=O (6-methoxy-2-tetra-lone). The yield is 125.5%. RXN SMILES: [CH3:1][O:2][C:3]1[CH:12]=[CH:11][C:10]2[C:5](=[CH:6][CH:7]=[C:8]([O:13]C)[CH:9]=2)[CH:4]=1.[Na].Cl.O>CCO>[CH3:1][O:2][C:3]1[CH:4]=[C:5]2[C:10](=[CH:11][CH:12]=1)[CH2:9][C:8](=[O:13])[CH2:7][CH2:6]2 |^1:14|. Procedure details: A suspension of 2,6-dimethoxynaphthalene (20.0 g, Aldrich) in 200 mL of anhydrous EtOH was heated to reflux under a stream of nitrogen. Sodium spheres (18 g, Aldrich) were added gradually to the hot suspension over a period of 2 hours. Additional ETOH (50 ml) was added and the reaction was heated until all of the sodium had dissolved. The solution was cooled to room temperature and placed in an ice bath. The addition of 6 N HCl brought the solution to pH 6, and additional HCl (10 mL) was added. ... Starting materials: B(Br)(Br)Br (Boron tribromide), C1(CC1)CC1=NN(C(C2=C1SC(=C2OC)CC2=CC(=CC=C2)C(F)(F)F)=O)C (7-Cyclopropylmethyl-3-methoxy-5-methyl-2-[(3-trifluoromethylphenyl)methyl]-thieno[2,3-d]pyridazin-4(5H)-one), O (Water). The solvent is ClCCl (dichloromethane), ClCCl (dichloromethane). Run at temperature -15 celsius, time 72 hour. Product: C1(CC1)CC1=NN(C(C2=C1SC(=C2O)CC2=CC(=CC=C2)C(F)(F)F)=O)C (7-Cyclopropylmethyl-3-hydroxy-5-methyl-2-[(3-trifluoromethylphenyl)methyl]thieno[2,3-d]pyridazin-4(5H)-one). The yield is 53.0%. RXN SMILES: [CH:1]1([CH2:4][C:5]2[C:10]3[S:11][C:12]([CH2:16][C:17]4[CH:22]=[CH:21][CH:20]=[C:19]([C:23]([F:26])([F:25])[F:24])[CH:18]=4)=[C:13]([O:14]C)[C:9]=3[C:8](=[O:27])[N:7]([CH3:28])[N:6]=2)[CH2:3][CH2:2]1.B(Br)(Br)Br.O>ClCCl>[CH:1]1([CH2:4][C:5]2[C:10]3[S:11][C:12]([CH2:16][C:17]4[CH:22]=[CH:21][CH:20]=[C:19]([C:23]([F:26])([F:25])[F:24])[CH:18]=4)=[C:13]([OH:14])[C:9]=3[C:8](=[O:27])[N:7]([CH3:28])[N:6]=2)[CH2:2][CH2:3]1. Reported procedure: 7-Cyclopropylmethyl-3-methoxy-5-methyl-2-[(3-trifluoromethylphenyl)methyl]-thieno[2,3-d]pyridazin-4(5H)-one (8.8 g) was dissolved in dichloromethane (250 ml) and cooled to −15° C. Boron tribromide in dichloromethane (1M, 24 ml) was added. The reaction was allowed to warm to room temperature and left to stir for 72 hours. Water was added and the mixture was extracted with ethyl acetate. The ethyl acetate was dried, filtered and concentrated. The residue was purified by chromatography, eluting wit... Starting materials: ClC1=C(COC=2C=C3C=C(N(C3=CC2)CCCC#N)C=NOC)C(=CC=C1)Cl (4-[5-(2,6-dichlorobenzyloxy)-2-(methoxyiminomethyl)indol-1-yl]butyronitrile), N(=[N+]=[N-])[Si](C)(C)C (azidotrimethylsilane), C(CCC)[Sn](CCCC)=O (dibutyltin oxide). Solvent: C1(=CC=CC=C1)C (toluene). The product is CON=CC=1N(C2=CC=C(C=C2C1)OCC1=C(C=CC=C1Cl)Cl)CCCC1=NN=NN1 (5-(2,6-Dichlorobenzyloxy)-1-[3-(1H-tetrazol-5-yl)propyl]-1H-indole-2-carbaldehyde-O-methyl Oxime). The yield is 57.6%. As a reaction SMILES: [Cl:1][C:2]1[CH:27]=[CH:26][CH:25]=[C:24]([Cl:28])[C:3]=1[CH2:4][O:5][C:6]1[CH:7]=[C:8]2[C:12](=[CH:13][CH:14]=1)[N:11]([CH2:15][CH2:16][CH2:17][C:18]#[N:19])[C:10]([CH:20]=[N:21][O:22][CH3:23])=[CH:9]2.[N:29]([Si](C)(C)C)=[N+:30]=[N-:31].C([Sn](=O)CCCC)CCC>C1(C)C=CC=CC=1>[CH3:23][O:22][N:21]=[CH:20][C:10]1[N:11]([CH2:15][CH2:16][CH2:17][C:18]2[NH:31][N:30]=[N:29][N:19]=2)[C:12]2[C:8]([CH:9]=1)=[CH:7][C:6]([O:5][CH2:4][C:3]1[C:24]([Cl:28])=[CH:25][CH:26]=[CH:27][C:2]=1[Cl:1])=[CH:14][CH:13]=2. Procedure: To a solution of 4-[5-(2,6-dichlorobenzyloxy)-2-(methoxyiminomethyl)indol-1-yl]butyronitrile (0.07 g, 0.17 mmol) in toluene (3 mL) was added azidotrimethylsilane (0.067 mL, 0.55 mmol) and dibutyltin oxide (0.014 g, 0.055 mmol). The reaction was refluxed for 16 h. The solvent was removed under reduced pressure and the crude product was purified by HPLC to yield a yellow foaming solid (0.045 g, 58%). MS(ES) m/e 459.0 [M+H]+. The reactants are COC(C(C1=CC(=C(C=C1)O)COC)N)=O ((-)-α-Amino-4-hydroxy-3-(methoxymethyl)benzeneacetic acid methyl ester), Cl (hydrochloric acid). The solvent is [OH-].[Na+] (sodium hydroxide). Conditions: time 1 hour. The product is NC(C(=O)O)C1=CC(=C(C=C1)O)COC ((-)-α-Amino-4-hydroxy-3-(methoxymethyl)benzeneacetic acid). Reaction SMILES: C[O:2][C:3](=[O:16])[CH:4]([NH2:15])[C:5]1[CH:10]=[CH:9][C:8]([OH:11])=[C:7]([CH2:12][O:13][CH3:14])[CH:6]=1.Cl>[OH-].[Na+]>[NH2:15][CH:4]([C:5]1[CH:10]=[CH:9][C:8]([OH:11])=[C:7]([CH2:12][O:13][CH3:14])[CH:6]=1)[C:3]([OH:16])=[O:2] |f:2.3|. Procedure: (-)-α-Amino-4-hydroxy-3-(methoxymethyl)benzeneacetic acid methyl ester is dissolved in aqueous 1 N sodium hydroxide and the solution is stirred at 40°-50° C. for 1 hour. The solution is acidified with 6 N hydrochloric acid to a pH of 7. Evaporation of the solvent gives the title compound in a 90% overall yield. Reactants: C1CC2=CC=CC=3C(NC4=C(N1C32)C=CC=C4)=S (1,2-Dihydrobenzo[b]pyrrolo[3,2,1-jk][1,4]benzodiazepin-6-thione), O.NN (hydrazine monohydrate), CN(C=O)C (dimethylformamide). Yields the product C1CC=C2C3=C1C=1N(C4=C(N3C=C2)C=CC=C4)C=NN1 (1,2-Dihydrobenzo[b]pyrrolo[3,2,1-jk][1,2,4]triazolo[4,3-d][1,4]benzodiazepine). Yield: 68.2%. Reaction SMILES: [CH2:1]1[N:12]2[C:13]3[C:3](=[CH:4][CH:5]=[CH:6][C:7]=3[C:8](=S)[NH:9][C:10]3[CH:17]=[CH:16][CH:15]=[CH:14][C:11]=32)[CH2:2]1.O.[NH2:20]N.C[N:23]([CH3:26])C=O>>[CH2:6]1[C:7]2[C:8]3[N:9]([CH:26]=[N:23][N:20]=3)[C:10]3[CH:17]=[CH:16][CH:15]=[CH:14][C:11]=3[N:12]3[CH:1]=[CH:2][C:3]([C:13]=23)=[CH:4][CH2:5]1 |f:1.2|. Procedure details: 1,2-Dihydrobenzo[b]pyrrolo[3,2,1-jk][1,4]benzodiazepin-6-thione (5 g), hydrazine monohydrate (5 ml) and dimethylformamide (150 ml) were combined and refluxed overnight. The reaction mixture was concentrated under reduced pressure and the residue was purified by high performance liquid chromatography (2% methanol/dichloromethane) to yield 3.5 g (68.2%) of product. Recrystallization from tetrahydrofuran gave the analytical sample, mp 177°-178° C. Starting materials: CCOC(=O)CC(C)N(CC(=O)OC)Cc1ccccc1, C1CCOC1, CC(C)(C)[O-], Cc1ccccc1, Cl, [K+], [Na+], [Na+], O=C([O-])[O-]. Product: CCOC(=O)C1C(=O)CN(Cc2ccccc2)C1C. Reaction SMILES: [CH2:12]([c:13]1[cH:14][cH:15][cH:16][cH:17][cH:18]1)[N:19]([CH:20]([CH2:21][C:22](=[O:23])[O:24][CH2:25][CH3:26])[CH3:27])[CH2:28][C:29]([O:31][CH3:30])=[O:32].[CH2:7]1[O:8][CH2:9][CH2:10][CH2:11]1.[CH3:1][C:2]([CH3:3])([O-:4])[CH3:5].[CH3:40][c:41]1[cH:42][cH:43][cH:44][cH:45][cH:46]1.[ClH:33].[K+:6].[Na+:34].[Na+:35].[O-:36][C:37](=[O:38])[O-:39]>>[CH2:12]([c:13]1[cH:14][cH:15][cH:16][cH:17][cH:18]1)[N:19]1[CH:20]([CH3:27])[CH:21]([C:22](=[O:23])[O:24][CH2:25][CH3:26])[C:29](=[O:31])[CH2:28]1.